Task: describe an organic reaction: reactants, conditions, products, and yield. Dataset: the Open Reaction Database (ORD), a public repository of structured organic reaction records Reactants: ClC1=NC(=C2N=C(N(C2=N1)C)CO)N1CCOCC1 ((2-Chloro-9-methyl-6-morpholino-9H-purin-8-yl)methanol), CC=1NC2=C(N1)C=CC=C2 (2-Methylbenzimidazole). Yields the product CN1C2=NC(=NC(=C2N=C1CO)N1CCOCC1)N1C(=NC2=C1C=CC=C2)C ((9-methyl-2-(2-methyl-1H-benzo[d]imidazol-1-yl)-6-morpholino-9H-purin-8-yl)methanol). Reaction SMILES: Cl[C:2]1[N:10]=[C:9]2[C:5]([N:6]=[C:7]([CH2:12][OH:13])[N:8]2[CH3:11])=[C:4]([N:14]2[CH2:19][CH2:18][O:17][CH2:16][CH2:15]2)[N:3]=1.[CH3:20][C:21]1[NH:22][C:23]2[CH:29]=[CH:28][CH:27]=[CH:26][C:24]=2[N:25]=1>>[CH3:11][N:8]1[C:7]([CH2:12][OH:13])=[N:6][C:5]2[C:9]1=[N:10][C:2]([N:22]1[C:23]3[CH:29]=[CH:28][CH:27]=[CH:26][C:24]=3[N:25]=[C:21]1[CH3:20])=[N:3][C:4]=2[N:14]1[CH2:19][CH2:18][O:17][CH2:16][CH2:15]1. Procedure details: (2-Chloro-9-methyl-6-morpholino-9H-purin-8-yl)methanol (4.0 g) was reacted with 2-Methylbenzimidazole (1.96 g) via General Procedure I for Buchwald coupling. The solids were filtered from the reaction mixture while still warm. Water was added to the filtered reaction mixture (5 times the volume of DMF) to precipitate the product out of the reaction mixture. The precipitated orange solid was filtered and dried under vacuum for quantitative yield of (9-methyl-2-(2-methyl-1H-benzo[d]imidazol-1-yl)-... Starting materials: CCN1C(=O)N(CCO)c2nc(N[C@@H]3CCC[C@H]3O)n(Cc4ccc(OC)c(Br)c4)c2C1=O, CC1(C)OB(OC1(C)C)c2cn(c3ncccc23)S(=O)(=O)c4ccccc4. The reagents and catalysts are CCN=P(N=P(N(C)C)(N(C)C)N(C)C)(N(C)C)N(C)C (P2-Et), CC(C)c1cc(C(C)C)c(-c2ccccc2[PH](C(C)(C)C)(C(C)(C)C)[Pd]2(OS(C)(=O)=O)Nc3ccccc3-c3ccccc32)c(C(C)C)c1 (tBuXphos G3). Run in CS(C)=O (DMSO), O (water), CS(C)=O (DMSO), CS(C)=O (DMSO), CS(C)=O (DMSO). Conditions: time 22 hour. The product is CCN1C(=O)N(CCO)c2nc(N[C@@H]3CCC[C@H]3O)n(Cc4ccc(OC)c(c4)c5cn(c6ncccc56)S(=O)(=O)c7ccccc7)c2C1=O, CCN1C(=O)N(CCO)c2nc(N[C@@H]3CCC[C@H]3O)n(Cc4ccc(OC)c(Br)c4)c2C1=O, c1ccc(-c2ccccc2)cc1. Reactants: [C-]#N, [C-]#N, CCCCOC(=O)CC1c2ccc(OS(=O)(=O)C(F)(F)F)c(C)c2CCN1C(=O)OC(C)(C)C, CN(C)C=O, [Zn+2], c1ccc(P(c2ccccc2)(c2ccccc2)[Pd](P(c2ccccc2)(c2ccccc2)c2ccccc2)(P(c2ccccc2)(c2ccccc2)c2ccccc2)P(c2ccccc2)(c2ccccc2)c2ccccc2)cc1. The product is CCCCOC(=O)CC1c2ccc(C#N)c(C)c2CCN1C(=O)OC(C)(C)C. RXN SMILES: [C-:117]#[N:118].[C-:120]#[N:121].[CH2:1]([CH2:2][CH2:3][CH3:4])[O:5][C:6]([CH2:7][CH:8]1[N:9]([C:27](=[O:28])[O:29][C:30]([CH3:31])([CH3:32])[CH3:33])[CH2:10][CH2:11][c:12]2[c:13]([CH3:26])[c:14]([O:18][S:19]([C:20]([F:21])([F:22])[F:23])(=[O:24])=[O:25])[cH:15][cH:16][c:17]21)=[O:34].[CH3:35][N:36]([CH3:37])[CH:38]=[O:39].[Zn+2:119].[cH:40]1[cH:41][cH:42][c:43]([P:44]([Pd:45]([P:46]([c:47]2[cH:48][cH:49][cH:50][cH:51][cH:52]2)([c:53]2[cH:54][cH:55][cH:56][cH:57][cH:58]2)[c:59]2[cH:60][cH:61][cH:62][cH:63][cH:64]2)([P:65]([c:66]2[cH:67][cH:68][cH:69][cH:70][cH:71]2)([c:72]2[cH:73][cH:74][cH:75][cH:76][cH:77]2)[c:78]2[cH:79][cH:80][cH:81][cH:82][cH:83]2)[P:84]([c:85]2[cH:86][cH:87][cH:88][cH:89][cH:90]2)([c:91]2[cH:92][cH:93][cH:94][cH:95][cH:96]2)[c:97]2[cH:98][cH:99][cH:100][cH:101][cH:102]2)([c:103]2[cH:104][cH:105][cH:106][cH:107][cH:108]2)[c:109]2[cH:110][cH:111][cH:112][cH:113][cH:114]2)[cH:115][cH:116]1>>[CH2:1]([CH2:2][CH2:3][CH3:4])[O:5][C:6]([CH2:7][CH:8]1[N:9]([C:27](=[O:28])[O:29][C:30]([CH3:31])([CH3:32])[CH3:33])[CH2:10][CH2:11][c:12]2[c:13]([CH3:26])[c:14]([C:35]#[N:36])[cH:15][cH:16][c:17]21)=[O:34]. The reactants are Cl (hydrochloric acid), suspension, ice water, C(=O)(OCC)C1=CC=C(CP(OCC)(OCC)=O)C=C1 (diethyl (4-carbethoxybenzyl)phosphonate), [H-].[Na+] (sodium hydride), CC1(CCOC2=C1C=CC(=C2)C(C)=O)C (3,4-dihydro-4,4-dimethyl-7-acetyl-2H-1-benzopyran). Solvent: CS(=O)C (dimethyl sulfoxide), CS(=O)C (dimethyl sulfoxide), CS(=O)C (dimethyl sulfoxide). Run at temperature 40 celsius. The product is CC1(CCOC2=C1C=CC(=C2)C(=CC2=CC=C(C(=O)OCC)C=C2)C)C (ethyl p-[2-(3,4-dihydro-4,4-dimethyl-2H-1-benzopyran-7-yl)propenyl]-benzoate). Yield: 60.3%. RXN SMILES: [H-].[Na+].[C:3]([C:8]1[CH:22]=[CH:21][C:11]([CH2:12]P(=O)(OCC)OCC)=[CH:10][CH:9]=1)([O:5][CH2:6][CH3:7])=[O:4].[CH3:23][C:24]1([CH3:37])[C:29]2[CH:30]=[CH:31][C:32]([C:34](=O)[CH3:35])=[CH:33][C:28]=2[O:27][CH2:26][CH2:25]1.Cl>CS(C)=O>[CH3:23][C:24]1([CH3:37])[C:29]2[CH:30]=[CH:31][C:32]([C:34]([CH3:35])=[CH:12][C:11]3[CH:10]=[CH:9][C:8]([C:3]([O:5][CH2:6][CH3:7])=[O:4])=[CH:22][CH:21]=3)=[CH:33][C:28]=2[O:27][CH2:26][CH2:25]1 |f:0.1|. Reported procedure: 0.5 g of a 50% suspension of sodium hydride in mineral oil were suspended in 15 ml of dimethyl sulfoxide and treated under argon with a solution of 3.2 g of diethyl (4-carbethoxybenzyl)phosphonate in 10 ml of dimethyl sulfoxide. The mixture was subsequently heated to 40° C. for 20 minutes, cooled to room temperature, a solution of 0.87 g of 3,4-dihydro-4,4-dimethyl-7-acetyl-2H-1-benzopyran in 5 ml of dimethyl sulfoxide was added dropwise thereto and the mixture was heated to 40° C. for 1 hour. T... Starting materials: [Br-], CC(=O)c1cc(Cl)c(Nc2nc3ccc(Br)cc3c3c(=O)[nH]ccc23)c(Cl)c1, C1CCOC1, C[Mg+]. Product: CC(C)(O)c1cc(Cl)c(Nc2nc3ccc(Br)cc3c3c(=O)[nH]ccc23)c(Cl)c1. Reaction SMILES: [Br-:29].[C:1]([CH3:2])(=[O:3])[c:4]1[cH:5][c:6]([Cl:28])[c:7]([NH:11][c:12]2[n:13][c:14]3[c:15]([c:16]4[c:17](=[O:22])[nH:18][cH:19][cH:20][c:21]24)[cH:23][c:24]([Br:27])[cH:25][cH:26]3)[c:8]([Cl:10])[cH:9]1.[CH2:32]1[O:33][CH2:34][CH2:35][CH2:36]1.[CH3:30][Mg+:31]>>[C:1]([CH3:2])([OH:3])([c:4]1[cH:5][c:6]([Cl:28])[c:7]([NH:11][c:12]2[n:13][c:14]3[c:15]([c:16]4[c:17](=[O:22])[nH:18][cH:19][cH:20][c:21]24)[cH:23][c:24]([Br:27])[cH:25][cH:26]3)[c:8]([Cl:10])[cH:9]1)[CH3:30]. Reactants: OC1=CC2=C(C(CO2)CC(=O)O)C=C1 ((6-hydroxy-2,3-dihydro-1-benzofuran-3-yl)acetic acid), C1(=CC=CC=C1)C(O)([C@@H]1NCCC1)C1=CC=CC=C1 ((R)-α,α-diphenyl-2-pyrrolidinemethanol). The solvent is CO (methanol). The product is C1(=CC=CC=C1)C(O)([C@@H]1NCCC1)C1=CC=CC=C1.OC1=CC2=C([C@@H](CO2)CC(=O)O)C=C1 ([(3S)-6-hydroxy-2,3-dihydro-1-benzofuran-3-yl]acetic acid (R)-α,α-diphenyl-2-pyrrolidinemethanol salt). Reaction SMILES: [OH:1][C:2]1[CH:14]=[CH:13][C:5]2[CH:6]([CH2:9][C:10]([OH:12])=[O:11])[CH2:7][O:8][C:4]=2[CH:3]=1.[C:15]1([C:21]([C:28]2[CH:33]=[CH:32][CH:31]=[CH:30][CH:29]=2)([C@H:23]2[CH2:27][CH2:26][CH2:25][NH:24]2)[OH:22])[CH:20]=[CH:19][CH:18]=[CH:17][CH:16]=1>CO>[C:15]1([C:21]([C:28]2[CH:33]=[CH:32][CH:31]=[CH:30][CH:29]=2)([C@H:23]2[CH2:27][CH2:26][CH2:25][NH:24]2)[OH:22])[CH:16]=[CH:17][CH:18]=[CH:19][CH:20]=1.[OH:1][C:2]1[CH:14]=[CH:13][C:5]2[C@H:6]([CH2:9][C:10]([OH:12])=[O:11])[CH2:7][O:8][C:4]=2[CH:3]=1 |f:3.4|. Reported procedure: A racemate (19 mg, 0.1 mmol) of (6-hydroxy-2,3-dihydro-1-benzofuran-3-yl)acetic acid was charged, methanol was added, and the racemate was dissolved. This solution and (R)-α,α-diphenyl-2-pyrrolidinemethanol (25.3 mg, 0.1 mmol) were mixed and stood. The precipitated crystals were collected by filtration to give the title compound. 9.9% de Starting materials: C1COCCO1, CC(O)(CN1CCN(C(=O)OC(C)(C)C)CC1)Cn1cc([N+](=O)[O-])nc1Cl, [H-], [Na+]. The product is CC(C)(C)OC(=O)N1CCN(CC2(C)Cn3cc([N+](=O)[O-])nc3O2)CC1. Reaction SMILES: [CH2:30]1[O:31][CH2:32][CH2:33][O:34][CH2:35]1.[Cl:1][c:2]1[n:3]([CH2:10][C:11]([CH2:12][N:13]2[CH2:14][CH2:15][N:16]([C:19](=[O:20])[O:21][C:22]([CH3:23])([CH3:24])[CH3:25])[CH2:17][CH2:18]2)([CH3:26])[OH:27])[cH:4][c:5]([N+:7](=[O:8])[O-:9])[n:6]1.[H-:28].[Na+:29]>>[c:2]12[n:3]([cH:4][c:5]([N+:7](=[O:8])[O-:9])[n:6]1)[CH2:10][C:11]([CH2:12][N:13]1[CH2:14][CH2:15][N:16]([C:19](=[O:20])[O:21][C:22]([CH3:23])([CH3:24])[CH3:25])[CH2:17][CH2:18]1)([CH3:26])[O:27]2.